From a dataset of the Open Reaction Database (ORD), a public repository of structured organic reaction records. describe an organic reaction: reactants, conditions, products, and yield Product: CC[C@@H]1[C@H](/C=C(/C=C/C(=O)[C@@H](C[C@@H]([C@@H]([C@H]([C@@H](CC(=O)O1)O)C)O[C@H]2[C@@H]([C@H]([C@@H]([C@H](O2)C)O[C@H]3C[C@@]([C@H]([C@@H](O3)C)O)(C)O)N(C)C)O)CC=O)C)\C)CO[C@H]4[C@@H]([C@@H]([C@@H]([C@H](O4)C)O)OC)OC (tylosin), N[C@@H](CC(C)C)C(=O)O (L-leucine), white crystals. Procedure details: A similar cultivation and reaction as in Example 1 was carried out by substituting L-leucine as the isovaleryl donor for DL-norvaline. From 60 g of tylosin and 15 g of L-leucine, about 900 mg of white crystals of 4"-isovaleryltylosin and 17 g of white crystals of 3-acetyltylosin were obtained. The reactants are isovaleryl, NC(CCC)C(=O)O (DL-norvaline), N[C@@H](CC(C)C)C(=O)O (L-leucine), CCC1C(/C=C(/C=C/C(=O)C(CC(C(C(C(CC(=O)O1)OC(=O)C)C)OC2C(C(C(C(O2)C)OC3CC(C(C(O3)C)O)(C)O)N(C)C)O)CC=O)C)\C)COC4C(C(C(C(O4)C)O)OC)OC (3-acetyltylosin). RXN SMILES: [NH2:1][C@H:2]([C:7]([OH:9])=[O:8])[CH2:3][CH:4]([CH3:6])[CH3:5].NC(C(O)=O)CCC.[CH3:18][CH2:19][CH:20]1[O:37][C:35](=[O:36])[CH2:34][CH:33]([O:38]C(C)=O)[CH:32]([CH3:42])[CH:31]([O:43][CH:44]2[O:49][CH:48]([CH3:50])[CH:47]([O:51][CH:52]3[O:57][CH:56]([CH3:58])[CH:55]([OH:59])[C:54]([OH:61])([CH3:60])[CH2:53]3)[CH:46]([N:62]([CH3:64])[CH3:63])[CH:45]2[OH:65])[CH:30]([CH2:66][CH:67]=[O:68])[CH2:29][CH:28]([CH3:69])[C:26](=[O:27])[CH:25]=[CH:24][C:23]([CH3:70])=[CH:22][CH:21]1[CH2:71][O:72][CH:73]1[O:78][CH:77]([CH3:79])[CH:76]([OH:80])[CH:75]([O:81][CH3:82])[CH:74]1[O:83][CH3:84]>>[CH3:18][CH2:19][C@H:20]1[O:37][C:35](=[O:36])[CH2:34][C@@H:33]([OH:38])[C@H:32]([CH3:42])[C@@H:31]([O:43][C@@H:44]2[O:49][C@H:48]([CH3:50])[C@@H:47]([O:51][C@@H:52]3[O:57][C@@H:56]([CH3:58])[C@H:55]([OH:59])[C@@:54]([OH:61])([CH3:60])[CH2:53]3)[C@H:46]([N:62]([CH3:64])[CH3:63])[C@H:45]2[OH:65])[C@@H:30]([CH2:66][CH:67]=[O:68])[CH2:29][C@@H:28]([CH3:69])[C:26](=[O:27])[CH:25]=[CH:24][C:23]([CH3:70])=[CH:22][C@@H:21]1[CH2:71][O:72][C@@H:73]1[O:78][C@H:77]([CH3:79])[C@@H:76]([OH:80])[C@@H:75]([O:81][CH3:82])[C@H:74]1[O:83][CH3:84].[NH2:1][C@H:2]([C:7]([OH:9])=[O:8])[CH2:3][CH:4]([CH3:6])[CH3:5]. Starting materials: BrC1=CC(=CC=C1)Br (1,3-dibromobenzene), CNC1CCCC1 (N-methylcyclopentanamine), ( A ). Product: BrC=1C=C(N(C)C2CCCC2)C=CC1 (3-bromo-N-cyclopentyl-N-methylaniline). As a reaction SMILES: Br[C:2]1[CH:7]=[CH:6][CH:5]=[C:4]([Br:8])[CH:3]=1.[CH3:9][NH:10][CH:11]1[CH2:15][CH2:14][CH2:13][CH2:12]1>>[Br:8][C:4]1[CH:3]=[C:2]([CH:7]=[CH:6][CH:5]=1)[N:10]([CH:11]1[CH2:15][CH2:14][CH2:13][CH2:12]1)[CH3:9]. Reported procedure: The title compound was prepared from 1,3-dibromobenzene and N-methylcyclopentanamine using a similar procedure to that described for D43. LCMS (A): m/z (M+H)+ 254/256, Cl2H16BrN requires 253/255 (acidic).